Dataset: the Open Reaction Database (ORD), a public repository of structured organic reaction records. Task: describe an organic reaction: reactants, conditions, products, and yield Reactants: C(CCC)C=1N(C(=C(N1)Cl)CO)CC1=CC=C(C=C1)C1=C(C=CC=C1)C(=O)OC (2-butyl-4-chloro-5-hydroxymethyl-1-[(2'-methoxycarbonyl-1,1'-biphenyl-4yl)methyl]-1H-imidazole), S(=O)(Cl)Cl (thionyl chloride). The solvent is C(Cl)(Cl)Cl (CHCl3). The product is C(CCC)C=1N(C(=C(N1)Cl)CCl)CC1=CC=C(C=C1)C1=C(C=CC=C1)C(=O)OC (2-Butyl-4-chloro-5-chloromethyl-1-[(2'-methoxycarbonyl-1,1'-biphenyl-4-yl)methyl]-1H-imidazole). RXN SMILES: [CH2:1]([C:5]1[N:6]([CH2:13][C:14]2[CH:19]=[CH:18][C:17]([C:20]3[CH:25]=[CH:24][CH:23]=[CH:22][C:21]=3[C:26]([O:28][CH3:29])=[O:27])=[CH:16][CH:15]=2)[C:7]([CH2:11]O)=[C:8]([Cl:10])[N:9]=1)[CH2:2][CH2:3][CH3:4].S(Cl)([Cl:32])=O>C(Cl)(Cl)Cl>[CH2:1]([C:5]1[N:6]([CH2:13][C:14]2[CH:19]=[CH:18][C:17]([C:20]3[CH:25]=[CH:24][CH:23]=[CH:22][C:21]=3[C:26]([O:28][CH3:29])=[O:27])=[CH:16][CH:15]=2)[C:7]([CH2:11][Cl:32])=[C:8]([Cl:10])[N:9]=1)[CH2:2][CH2:3][CH3:4]. Reported procedure: A solution of 1 g of 2-butyl-4-chloro-5-hydroxymethyl-1-[(2'-methoxycarbonyl-1,1'-biphenyl-4yl)methyl]-1H-imidazole in 20 ml of CHCl3 is added with 1.44 g of thionyl chloride.